This data is from the Open Reaction Database (ORD), a public repository of structured organic reaction records. The task is: describe an organic reaction: reactants, conditions, products, and yield The reactants are B(Br)(Br)Br (boron tribromide), ClCCl (dichloromethane), O (water), NC1=CC=C2CCC(C2=C1OC)CCNC(C)=O (N-[2-(6-amino-7-methoxy-2,3-dihydro-1H-inden-1-yl)ethyl]acetamide), B(Br)(Br)Br (boron tribromide), ClCCl (dichloromethane), ClCCl (dichloromethane), O (water). The solvent is C(C)(=O)OCC (ethyl acetate), C(C)(=O)OCC (ethyl acetate). Run at time 1.5 hour. Product: Cl.NC1=CC=C2CCC(C2=C1O)CCNC(C)=O (N-[2-(6-Amino-7-hydroxy-2,3-dihydro-1H-inden-1-yl)ethyl]acetamide hydrochloride). Yield: 90.0%. RXN SMILES: [NH2:1][C:2]1[C:10]([O:11]C)=[C:9]2[C:5]([CH2:6][CH2:7][CH:8]2[CH2:13][CH2:14][NH:15][C:16](=[O:18])[CH3:17])=[CH:4][CH:3]=1.B(Br)(Br)Br.O.[Cl:24]CCl>C(OCC)(=O)C>[ClH:24].[NH2:1][C:2]1[C:10]([OH:11])=[C:9]2[C:5]([CH2:6][CH2:7][CH:8]2[CH2:13][CH2:14][NH:15][C:16](=[O:18])[CH3:17])=[CH:4][CH:3]=1 |f:5.6|. Reported procedure: To a solution of N-[2-(6-amino-7-methoxy-2,3-dihydro-1H-inden-1-yl)ethyl]acetamide (2.56 g, 10.3 mmol) in dichloromethane (80 mL) was added a solution of boron tribromide in dichloromethane (1M, 22.7 mL, 22.7 mmol) under ice-cooling, and the mixture was stirred at room temperature for 1.5 hr. To the reaction solution was added water, and the mixture was diluted with ethyl acetate, washed with saturated aqueous sodium hydrogencarbonate solution and saturated brine, and dried over anhydrous sodium... Reactants: FC1=C(C#N)C(=CC=C1)F (2,6-difluorobenzonitrile), CC(C)(C#C)O (2-methyl-3-butyn-2-ol), CS(=O)C (dimethyl sulfoxide), [OH-].[K+] (potassium hydroxide), ice water. Conditions: time 18 hour. Product: C(#N)C1=C(OC(C#C)(C)C)C=CC=C1F (3-(2-cyano-3-fluoro-phenoxy)-3-methyl-1-butyne). Yield: 47.5%. As a reaction SMILES: F[C:2]1[CH:9]=[CH:8][CH:7]=[C:6]([F:10])[C:3]=1[C:4]#[N:5].[CH3:11][C:12]([OH:16])([C:14]#[CH:15])[CH3:13].CS(C)=O.[OH-].[K+]>>[C:4]([C:3]1[C:6]([F:10])=[CH:7][CH:8]=[CH:9][C:2]=1[O:16][C:12]([CH3:13])([CH3:11])[C:14]#[CH:15])#[N:5] |f:3.4|. Reported procedure: To a stirred solution of 108.3 grams (0.78 mole) of 2,6-difluorobenzonitrile and 78.2 grams (0.93 mole) of 2-methyl-3-butyn-2-ol in 800 mL of dimethyl sulfoxide 65.5 grams (1.17 moles) of potassium hydroxide was added portionwise during a 20 minute period. Upon completion of the addition, the reaction mixture was stirred at ambient temperature for about 18 hours, after which the reaction mixture was poured into ice-water and extracted with diethyl ether. The extract was washed with water and dri... Starting materials: CCCN(CCC)Cc1ccc(NCc2ccc(CN3C(=O)c4ccccc4C3=O)cc2)cc1, CO, NN, [Na+], [OH-], O. Yields the product CCCN(CCC)Cc1ccc(NCc2ccc(CN)cc2)cc1. Reaction SMILES: [CH2:1]([CH2:2][CH3:3])[N:4]([CH2:5][CH2:6][CH3:7])[CH2:8][c:9]1[cH:10][cH:11][c:12]([NH:15][CH2:16][c:17]2[cH:18][cH:19][c:20]([CH2:21][N:22]3[C:23](=[O:24])[c:25]4[c:26]([cH:27][cH:28][cH:29][cH:30]4)[C:31]3=[O:32])[cH:33][cH:34]2)[cH:13][cH:14]1.[CH3:40][OH:41].[NH2:36][NH2:37].[Na+:39].[OH-:38].[OH2:35]>>[CH2:1]([CH2:2][CH3:3])[N:4]([CH2:5][CH2:6][CH3:7])[CH2:8][c:9]1[cH:10][cH:11][c:12]([NH:15][CH2:16][c:17]2[cH:18][cH:19][c:20]([CH2:21][NH2:22])[cH:33][cH:34]2)[cH:13][cH:14]1. Reactants: CC(C)(C)OC(=O)n1ccc2cc(O[Si](C)(C)C(C)(C)C)ccc21, CCCC[N+](CCCC)(CCCC)CCCC, C1CCOC1, [F-]. Product: CC(C)(C)OC(=O)n1ccc2cc(O)ccc21. As a reaction SMILES: [C:1]([Si:2]([CH3:3])([CH3:4])[O:6][c:7]1[cH:8][c:9]2[cH:10][cH:11][n:12]([C:16](=[O:17])[O:18][C:19]([CH3:20])([CH3:21])[CH3:22])[c:13]2[cH:14][cH:15]1)([CH3:5])([CH3:23])[CH3:24].[CH2:26]([N+:27]([CH2:28][CH2:29][CH2:30][CH3:31])([CH2:32][CH2:33][CH2:34][CH3:35])[CH2:36][CH2:37][CH2:38][CH3:39])[CH2:40][CH2:41][CH3:42].[CH2:43]1[O:44][CH2:45][CH2:46][CH2:47]1.[F-:25]>>[OH:6][c:7]1[cH:8][c:9]2[cH:10][cH:11][n:12]([C:16](=[O:17])[O:18][C:19]([CH3:20])([CH3:21])[CH3:22])[c:13]2[cH:14][cH:15]1. Starting materials: CC(C)(C)OC(=O)Nc1nccc(Sc2ccc3c(C(=O)Nc4cccc(C(F)(F)F)c4)cccc3c2)n1, CCOC(C)=O, Cl, [Na+], O=C([O-])O, C1COCCO1. Product: Nc1nccc(Sc2ccc3c(C(=O)Nc4cccc(C(F)(F)F)c4)cccc3c2)n1. Reaction SMILES: [C:1]([O:2][C:3](=[O:4])[NH:7][c:8]1[n:9][cH:10][cH:11][c:12]([S:14][c:15]2[cH:16][c:17]3[cH:18][cH:19][cH:20][c:21]([C:25]([NH:26][c:27]4[cH:28][c:29]([C:33]([F:34])([F:35])[F:36])[cH:30][cH:31][cH:32]4)=[O:37])[c:22]3[cH:23][cH:24]2)[n:13]1)([CH3:5])([CH3:6])[CH3:38].[CH3:39][CH2:40][O:41][C:42]([CH3:43])=[O:44].[ClH:56].[Na+:49].[O-:45][C:46]([OH:47])=[O:48].[O:50]1[CH2:51][CH2:52][O:53][CH2:54][CH2:55]1>>[NH2:7][c:8]1[n:9][cH:10][cH:11][c:12]([S:14][c:15]2[cH:16][c:17]3[cH:18][cH:19][cH:20][c:21]([C:25]([NH:26][c:27]4[cH:28][c:29]([C:33]([F:34])([F:35])[F:36])[cH:30][cH:31][cH:32]4)=[O:37])[c:22]3[cH:23][cH:24]2)[n:13]1.